Dataset: the Open Reaction Database (ORD), a public repository of structured organic reaction records. Task: describe an organic reaction: reactants, conditions, products, and yield Starting materials: CCCCCCCCCCCCCCCC(=O)Cl, CCN(CC)CCCN, ClCCl. Yields the product CCCCCCCCCCCCCCCC(=O)NCCCN(CC)CC. As a reaction SMILES: [C:10]([CH2:11][CH2:12][CH2:13][CH2:14][CH2:15][CH2:16][CH2:17][CH2:18][CH2:19][CH2:20][CH2:21][CH2:22][CH2:23][CH2:24][CH3:25])(=[O:26])[Cl:27].[CH2:1]([CH3:2])[N:3]([CH2:4][CH2:5][CH2:6][NH2:7])[CH2:8][CH3:9].[CH2:28]([Cl:29])[Cl:30]>>[CH2:1]([CH3:2])[N:3]([CH2:4][CH2:5][CH2:6][NH:7][C:10]([CH2:11][CH2:12][CH2:13][CH2:14][CH2:15][CH2:16][CH2:17][CH2:18][CH2:19][CH2:20][CH2:21][CH2:22][CH2:23][CH2:24][CH3:25])=[O:26])[CH2:8][CH3:9]. The reactants are C(C)(C)(C)OC(=O)NC=1N=C2N(C(=CN=C2N2CCN(CC2)C(=O)OC(C)(C)C)C=2SC=CC2)C1 (tert-butyl 4-(2-((tert-butoxycarbonyl)amino)-5-(thiophen-2-yl)imidazo[1,2-a]pyrazin-8-yl)piperazine-1-carboxylate), C(C)(C)(C)OC(=O)N1CCN(CC1)C=1C=2N(C(=CN1)C=1SC=CC1)C=C(N2)C(=O)OCC (ethyl 8-(4-(tert-butoxycarbonyl)piperazin-1-yl)-5-(thiophen-2-yl)imidazo[1,2-a]pyrazine-2-carboxylate). Yields the product N1(CCNCC1)C=1C=2N(C(=CN1)C=1SC=CC1)C=C(N2)N (8-(piperazin-1-yl)-5-(thiophen-2-yl)imidazo[1,2-a]pyrazin-2-amine). As a reaction SMILES: C(OC([NH:8][C:9]1[N:10]=[C:11]2[C:16]([N:17]3[CH2:22][CH2:21][N:20](C(OC(C)(C)C)=O)[CH2:19][CH2:18]3)=[N:15][CH:14]=[C:13]([C:30]3[S:31][CH:32]=[CH:33][CH:34]=3)[N:12]2[CH:35]=1)=O)(C)(C)C.C(OC(N1CCN(C2C3N(C=C(C(OCC)=O)N=3)C(C3SC=CC=3)=CN=2)CC1)=O)(C)(C)C>>[N:17]1([C:16]2[C:11]3[N:12]([CH:35]=[C:9]([NH2:8])[N:10]=3)[C:13]([C:30]3[S:31][CH:32]=[CH:33][CH:34]=3)=[CH:14][N:15]=2)[CH2:22][CH2:21][NH:20][CH2:19][CH2:18]1. Reported procedure: The title compound was prepared as described as in Example 61 step 6, except that tert-butyl 4-(2-((tert-butoxycarbonyl)amino)-5-(thiophen-2-yl)imidazo[1,2-a]pyrazin-8-yl)piperazine-1-carboxylate was substituted for ethyl 8-(4-(tert-butoxycarbonyl)piperazin-1-yl)-5-(thiophen-2-yl)imidazo[1,2-a]pyrazine-2-carboxylate. 1H NMR (300 MHz, DMSO-d6) δ: 7.71 (dd, J=5.1, 1.2 Hz, 1H), 7.46 (dd, J=3.6, 1.2 Hz, 1H), 7.40 (s, 1H), 7.22 (dd, J=5.1, 3.6 Hz, 1H), 7.08 (s, 1H), 5.23 (br, 2H), 4.01 (t, J=5.0 Hz, ... Reactants: [OH-].[Li+] (lithium hydroxide), BrC=1C=C2C(=CNC2=C(C1)C(=O)OCC)CC1CS(CC1)(=O)=O (ethyl 5-bromo-3-[(1,1-dioxidotetrahydro-3-thienyl)methyl]-1H-indole-7-carboxylate). Run in CO (methanol). The product is BrC=1C=C2C(=CNC2=C(C1)C(=O)O)CC1CS(CC1)(=O)=O (5-bromo-3-[(1,1-dioxidotetrahydro-3-thienyl)methyl]-1H-indole-7-carboxylic acid). As a reaction SMILES: [OH-].[Li+].[Br:3][C:4]1[CH:5]=[C:6]2[C:10](=[C:11]([C:13]([O:15]CC)=[O:14])[CH:12]=1)[NH:9][CH:8]=[C:7]2[CH2:18][CH:19]1[CH2:23][CH2:22][S:21](=[O:25])(=[O:24])[CH2:20]1>CO>[Br:3][C:4]1[CH:5]=[C:6]2[C:10](=[C:11]([C:13]([OH:15])=[O:14])[CH:12]=1)[NH:9][CH:8]=[C:7]2[CH2:18][CH:19]1[CH2:23][CH2:22][S:21](=[O:24])(=[O:25])[CH2:20]1 |f:0.1|. Procedure: An aqueous solution of lithium hydroxide (0.64 g, 26.49 mmol) was added to a solution of ethyl 5-bromo-3-[(1,1-dioxidotetrahydro-3-thienyl)methyl]-1H-indole-7-carboxylate (3.52 g, 8.83 mmol) in methanol (100 mL) at room temperature. The mixture was heated at reflux for 1 h and then concentrated. The residue was washed with water, acidified with 1N HCl (pH ˜3), and filtered, giving the title compound. Starting materials: CI (Methyliodide), CC1=C(N=C(N1)C1=CC=CC=C1)CC(C)([N+](=O)[O-])C (5-methyl-4-(2-methyl-2-nitro-propyl)-2-phenyl-1H-imidazole), [OH-].[K+] (potassium hydroxide). Run in CN(C)C=O (DMF). Reaction conditions: time 2 hour. Product: CN1C(=NC(=C1C)CC(C)([N+](=O)[O-])C)C1=CC=CC=C1 (1,5-Dimethyl-4-(2-methyl-2-nitro-propyl)-2-phenyl-1H-imidazole). Isolated yield 46.5%. RXN SMILES: [CH3:1]I.[CH3:3][C:4]1[NH:8][C:7]([C:9]2[CH:14]=[CH:13][CH:12]=[CH:11][CH:10]=2)=[N:6][C:5]=1[CH2:15][C:16]([CH3:21])([N+:18]([O-:20])=[O:19])[CH3:17].[OH-].[K+]>CN(C=O)C>[CH3:1][N:8]1[C:4]([CH3:3])=[C:5]([CH2:15][C:16]([CH3:21])([N+:18]([O-:20])=[O:19])[CH3:17])[N:6]=[C:7]1[C:9]1[CH:14]=[CH:13][CH:12]=[CH:11][CH:10]=1 |f:2.3|. Procedure: Methyliodide (1.4 g) was added dropwise to a stirred mixture of 5-methyl-4-(2-methyl-2-nitro-propyl)-2-phenyl-1H-imidazole (2.0 g) and fine powdered potassium hydroxide (2.0 g) in DMF (30 ml) at 10-20° C. The reaction mixture was stirred at RT for 2 h, quenched with ice/water and extracted with ethyl acetate. The organic phase washed with water and brine, dried over magnesium sulphate and concentrated. The residue was purified on silica gel using methylene chloride/methanol 2 and 5% as eluent. t... Reactants: CSc1nc2ccc(Br)cc2s1, CCO, COc1ccc(S(=O)(=O)Nc2cc(B3CC(C)(C)C(C)(C)C3)cnc2Cl)cc1, [Na+], [Na+], O=C([O-])[O-], c1ccc(P(c2ccccc2)(c2ccccc2)[Pd](P(c2ccccc2)(c2ccccc2)c2ccccc2)(P(c2ccccc2)(c2ccccc2)c2ccccc2)P(c2ccccc2)(c2ccccc2)c2ccccc2)cc1. Yields the product COc1ccc(S(=O)(=O)Nc2cc(-c3ccc4nc(SC)sc4c3)cnc2Cl)cc1. Reaction SMILES: [Br:1][c:2]1[cH:3][c:4]2[c:5]([n:6][c:7]([S:9][CH3:10])[s:8]2)[cH:11][cH:12]1.[CH3:47][CH2:48][OH:49].[Cl:13][c:14]1[n:15][cH:16][c:17]([B:32]2[CH2:33][C:34]([CH3:35])([CH3:36])[C:37]([CH3:38])([CH3:39])[CH2:40]2)[cH:18][c:19]1[NH:20][S:21](=[O:22])(=[O:23])[c:24]1[cH:25][cH:26][c:27]([O:30][CH3:31])[cH:28][cH:29]1.[Na+:41].[Na+:42].[O-:43][C:44](=[O:45])[O-:46].[cH:50]1[cH:51][cH:52][c:53]([P:54]([Pd:55]([P:56]([c:57]2[cH:58][cH:59][cH:60][cH:61][cH:62]2)([c:63]2[cH:64][cH:65][cH:66][cH:67][cH:68]2)[c:69]2[cH:70][cH:71][cH:72][cH:73][cH:74]2)([P:75]([c:76]2[cH:77][cH:78][cH:79][cH:80][cH:81]2)([c:82]2[cH:83][cH:84][cH:85][cH:86][cH:87]2)[c:88]2[cH:89][cH:90][cH:91][cH:92][cH:93]2)[P:94]([c:95]2[cH:96][cH:97][cH:98][cH:99][cH:100]2)([c:101]2[cH:102][cH:103][cH:104][cH:105][cH:106]2)[c:107]2[cH:108][cH:109][cH:110][cH:111][cH:112]2)([c:113]2[cH:114][cH:115][cH:116][cH:117][cH:118]2)[c:119]2[cH:120][cH:121][cH:122][cH:123][cH:124]2)[cH:125][cH:126]1>>[c:2]1(-[c:17]2[cH:16][n:15][c:14]([Cl:13])[c:19]([NH:20][S:21](=[O:22])(=[O:23])[c:24]3[cH:25][cH:26][c:27]([O:30][CH3:31])[cH:28][cH:29]3)[cH:18]2)[cH:3][c:4]2[c:5]([n:6][c:7]([S:9][CH3:10])[s:8]2)[cH:11][cH:12]1. Reactants: CCOC(CBr)OCC, CCOC(=O)c1[nH]c(=S)[nH]c1C. Product: CCOC(=O)c1nc(SCC(OCC)OCC)[nH]c1C. As a reaction SMILES: [CH2:13]([CH3:14])[O:15][CH:16]([CH2:17][Br:18])[O:19][CH2:20][CH3:21].[CH2:1]([CH3:2])[O:3][C:4](=[O:5])[c:6]1[nH:7][c:8](=[S:12])[nH:9][c:10]1[CH3:11]>>[CH2:1]([CH3:2])[O:3][C:4](=[O:5])[c:6]1[n:7][c:8]([S:12][CH2:17][CH:16]([O:15][CH2:13][CH3:14])[O:19][CH2:20][CH3:21])[nH:9][c:10]1[CH3:11]. Reactants: C(C)OC=1C=C(C=CC1OC)C(O)C1=CC(=CC=C1)OC ((3-ethoxy-4-methoxy-phenyl)-(3-methoxy-phenyl) -methanol). Reagents/catalysts: O=[Mn]=O (MnO2), O=[Mn]=O (MnO2). The solvent is C(Cl)Cl (CH2Cl2). Product: C(C)OC=1C=C(C=CC1OC)C(=O)C1=CC(=CC=C1)OC ((3-ethoxy-4-methoxy-phenyl)-(3-methoxy-phenyl)-methanone). Yield: 91.6%. Reaction SMILES: [CH2:1]([O:3][C:4]1[CH:5]=[C:6]([CH:12]([C:14]2[CH:19]=[CH:18][CH:17]=[C:16]([O:20][CH3:21])[CH:15]=2)[OH:13])[CH:7]=[CH:8][C:9]=1[O:10][CH3:11])[CH3:2]>C(Cl)Cl.O=[Mn]=O>[CH2:1]([O:3][C:4]1[CH:5]=[C:6]([C:12]([C:14]2[CH:19]=[CH:18][CH:17]=[C:16]([O:20][CH3:21])[CH:15]=2)=[O:13])[CH:7]=[CH:8][C:9]=1[O:10][CH3:11])[CH3:2]. Procedure details: To a stirred solution of (3-ethoxy-4-methoxy-phenyl)-(3-methoxy-phenyl) -methanol (1.75 g, 6.1 mmol) in CH2Cl2 (20 mL) at room temperature was added activated MnO2 powder (3.5 g, 40 mmol) and kept adding 23 equivalents of MnO2 every 35 h until HPLC showed disappearance of the starting material. The black suspension was filtered through a Celite pad, concentrated in vacuo to give (3-ethoxy-4-methoxy-phenyl)-(3-methoxy-phenyl)-methanone as an off-white solid (1.60 g, 92% yield): 1H NMR (CDCl3) δ 1... The reactants are CC(C(=O)O)C(C(=O)O)C (2,3-dimethyl succinic acid), CC(=O)OC(=O)C (acetanhydride). Yields the product CC1C(=O)OC(C1C)=O (2,3-Dimethyl succinic anhydride). Reaction SMILES: [CH3:1][CH:2]([CH:6]([CH3:10])[C:7]([OH:9])=[O:8])[C:3](O)=[O:4].CC(OC(C)=O)=O>>[CH3:1][CH:2]1[CH:6]([CH3:10])[C:7](=[O:9])[O:8][C:3]1=[O:4]. Reported procedure: 2,3-Dimethyl succinic anhydride was prepared as described in Sutton, et al. OPPI 24 (1992) 39. Briefly, 7.1 g 2,3-dimethyl succinic acid and 6.9 ml acetanhydride were slowly heated up to 50° C. for 3 hours. Then acetanhydride was removed by distillation. The product was recrystallized from ethanol abs. and characterized by the melting point.